This data is from the Open Reaction Database (ORD), a public repository of structured organic reaction records. The task is: describe an organic reaction: reactants, conditions, products, and yield As a reaction SMILES: [BH4-:16].[CH3:14][NH2:15].[CH3:18][OH:19].[Cl:1][c:2]1[cH:3][c:4]2[c:5]([s:6][c:7]([CH:10]=[O:11])[c:8]2[CH3:9])[cH:12][cH:13]1.[Na+:17]>>[Cl:1][c:2]1[cH:3][c:4]2[c:5]([s:6][c:7]([CH2:10][NH:15][CH3:14])[c:8]2[CH3:9])[cH:12][cH:13]1. Product: CNCc1sc2ccc(Cl)cc2c1C. Reactants: [BH4-], CN, CO, Cc1c(C=O)sc2ccc(Cl)cc12, [Na+]. The reactants are ClC1=NC=2N(C=C1)N=CC2 (5-chloropyrazolo[1,5-a]pyrimidine), BrN1C(CCC1=O)=O (N-bromosuccinimide), O (water). Solvent: ClCCl (dichloromethane). Run at time 1 hour. Product: BrC=1C=NN2C1N=C(C=C2)Cl (3-bromo-5-chloropyrazolo[1,5-a]pyrimidine). The yield is 43.0%. Reaction SMILES: [Cl:1][C:2]1[CH:7]=[CH:6][N:5]2[N:8]=[CH:9][CH:10]=[C:4]2[N:3]=1.[Br:11]N1C(=O)CCC1=O.O>ClCCl>[Br:11][C:10]1[CH:9]=[N:8][N:5]2[CH:6]=[CH:7][C:2]([Cl:1])=[N:3][C:4]=12. Reported procedure: To a solution of 5-chloropyrazolo[1,5-a]pyrimidine (2.30 g, 15.0 mmol) in dichloromethane (100 mL) was added N-bromosuccinimide (2.67 g, 15.0 mmol) and the mixture allowed to stir at ambient temperature for 1 hour. The reaction mixture was poured into water, extracted with dichloromethane, and dried over sodium sulfate. The crude product was purified by column chromatography, eluting with 1% MeOH/dichloromethane and afforded 1.50 g (45%) of 3-bromo-5-chloropyrazolo[1,5-a]pyrimidine as a light ye... Reactants: CC1(CC1)C1=NC2=C(N1)C=CC=C2 (2-(1-methylcyclopropyl)-1H-benzo[d]imidazole), BrCC1=CC2=C(/C(/C3=C(OC2)C=C(C=C3)F)=C(\C#N)/C)C=C1 ((E)-2-[8-(bromomethyl)-3-fluorodibenzo[b,e]oxepin-11(6H)-ylidene]propanenitrile). The product is FC=1C=CC\2=C(OCC3=C(/C2=C(\C#N)/C)C=CC(=C3)CN3C(=NC2=C3C=CC=C2)C2(CC2)C)C1 ((E)-2-(3-fluoro-8-{[2-(1-methylcyclopropyl)-1H-benzo[d]imidazol-1-yl]methyl}dibenzo[b,e]oxepin-11(6H)-ylidene)propanenitrile). The yield is 39.8%. Reaction SMILES: [CH3:1][C:2]1([C:5]2[NH:9][C:8]3[CH:10]=[CH:11][CH:12]=[CH:13][C:7]=3[N:6]=2)[CH2:4][CH2:3]1.Br[CH2:15][C:16]1[CH:35]=[CH:34][C:19]2/[C:20](=[C:30](/[CH3:33])\[C:31]#[N:32])/[C:21]3[CH:28]=[CH:27][C:26]([F:29])=[CH:25][C:22]=3[O:23][CH2:24][C:18]=2[CH:17]=1>>[F:29][C:26]1[CH:27]=[CH:28][C:21]2=[C:22]([CH:25]=1)[O:23][CH2:24][C:18]1[CH:17]=[C:16]([CH2:15][N:9]3[C:8]4[CH:10]=[CH:11][CH:12]=[CH:13][C:7]=4[N:6]=[C:5]3[C:2]3([CH3:1])[CH2:4][CH2:3]3)[CH:35]=[CH:34][C:19]=1/[C:20]/2=[C:30](/[CH3:33])\[C:31]#[N:32]. Procedure details: Using 2-(1-methylcyclopropyl)-1H-benzo[d]imidazole (58 mg, 0.335 mmol) and (E)-2-[8-(bromomethyl)-3-fluorodibenzo[b,e]oxepin-11(6H)-ylidene]propanenitrile (120 mg, 0.335 mmol) obtained in Reference Example 1, and in the same manner as in Reference Example 1A, the title compound (60 mg, 40%) was obtained. Yield: 86.0%. The product is C1(CCCCC1)C(C(=O)OCC)=O (Ethyl cyclohexyloxoacetate). Starting materials: C1(CCCCC1)[Mg]Br (Cyclohexyl magnesium bromide), C(C(=O)OCC)(=O)OCC (diethyl oxalate). Reaction SMILES: [CH:1]1([Mg]Br)[CH2:6][CH2:5][CH2:4][CH2:3][CH2:2]1.[C:9](OCC)(=[O:15])[C:10]([O:12][CH2:13][CH3:14])=[O:11]>CCOCC.C1COCC1>[CH:1]1([C:9](=[O:15])[C:10]([O:12][CH2:13][CH3:14])=[O:11])[CH2:6][CH2:5][CH2:4][CH2:3][CH2:2]1. Reported procedure: Cyclohexyl magnesium bromide (Aldrich) in ether (2 M, 150 mL) was pumped under vacuum to remove ethyl ether, at rt, the residue obtained was then dissolved in anhydrous THF (100 mL) while cooled with an ice water bath. The solution was then added to a solution of diethyl oxalate (60 g ) in THF (150 mL) at -30--40° C. in 10 min. The reaction mixture was warmed to 0° C. for 5 min, and quenched with 10% HCl (100 mL), extracted with ethyl acetate (200 mL), the extract was washed with water (30 mL), ... The solvent is C1CCOC1 (THF), C1CCOC1 (THF), CCOCC (ether). Reaction conditions: temperature 0 celsius. Reactants: CC#N, C=Cc1ccccc1S(N)(=O)=O, O=C=Nc1nc(Cl)nc(Cl)n1. Yields the product C=Cc1ccccc1S(=O)(=O)NC(=O)Nc1nc(Cl)nc(Cl)n1. Reaction SMILES: [CH3:24][C:25]#[N:26].[CH:12](=[CH2:13])[c:14]1[c:15]([S:20](=[O:21])(=[O:22])[NH2:23])[cH:16][cH:17][cH:18][cH:19]1.[Cl:1][c:2]1[n:3][c:4]([N:9]=[C:10]=[O:11])[n:5][c:6]([Cl:8])[n:7]1>>[Cl:1][c:2]1[n:3][c:4]([NH:9][C:10](=[O:11])[NH:23][S:20]([c:15]2[c:14]([CH:12]=[CH2:13])[cH:19][cH:18][cH:17][cH:16]2)(=[O:21])=[O:22])[n:5][c:6]([Cl:8])[n:7]1. Starting materials: C(C(CCO)O)O (1,2,4-butanetriol), C(C1=CC=CC=C1)=O (benzaldehyde). Reagents/catalysts: O.C1(=CC=C(C=C1)S(=O)(=O)O)C (p-toluenesulfonic acid monohydrate). Run in C1(=CC=CC=C1)C (toluene). Run at time 1 hour. Yields the product OCC1OC(OCC1)C1=CC=CC=C1 (4-hydroxymethyl-2-phenyl-1,3-dioxane). The yield is 52.4%. RXN SMILES: [CH2:1]([OH:7])[CH:2]([OH:6])[CH2:3][CH2:4][OH:5].[CH:8](=O)[C:9]1[CH:14]=[CH:13][CH:12]=[CH:11][CH:10]=1>C1(C)C=CC=CC=1.O.C1(C)C=CC(S(O)(=O)=O)=CC=1>[OH:7][CH2:1][CH:2]1[CH2:3][CH2:4][O:5][CH:8]([C:9]2[CH:14]=[CH:13][CH:12]=[CH:11][CH:10]=2)[O:6]1 |f:3.4|. Procedure: A mixture of 1,2,4-butanetriol (3.0 g, 28.3 mmol) and benzaldehyde (11.48 ml, 113 mmol) in dry toluene (50 mL) with p-toluenesulfonic acid monohydrate (0.269 g, 1.413 mmol) was heated under reflux in a Dean-Stark apparatus. After ˜1 h, the solution was washed with sat. aq NaHCO3, dried and concentrated under high vac to remove most of the benzaldehyde. Chromatography gave syrupy title compound (2.88 g, 14.83 mmol, 52.5% yield). The NMR's were the same as reported (Tetrahedron Asymm. 1996, 7, 320... Starting materials: COC1=C(C=O)C=CC=C1 (2-methoxybenzaldehyde), C(C1=CC=CC=C1)(=O)NN (benzhydrazide). Run in CCCCCC (n-hexane). Run at time 8 hour. Product: COC1=C(C=CC=C1)C=NNC(C1=CC=CC=C1)=O (Benzoic acid [1-(2-methoxyphenyl)methylidene]hydrazide). RXN SMILES: [CH3:1][O:2][C:3]1[CH:10]=[CH:9][CH:8]=[CH:7][C:4]=1[CH:5]=O.[C:11]([NH:19][NH2:20])(=[O:18])[C:12]1[CH:17]=[CH:16][CH:15]=[CH:14][CH:13]=1>CCCCCC>[CH3:1][O:2][C:3]1[CH:10]=[CH:9][CH:8]=[CH:7][C:4]=1[CH:5]=[N:20][NH:19][C:11](=[O:18])[C:12]1[CH:17]=[CH:16][CH:15]=[CH:14][CH:13]=1. Procedure: A suspension of 1.5 g (7.3 mmol) 2-methoxybenzaldehyde and 1 g (7.3 mmol) benzhydrazide in 35 mL n-hexane was stirred overnight at room temperature. The precipitate was suctioned off, dried, and used without further purification (1.75 g). The reactants are divinylsiloxane, C=CC1=CC=CC=C1 (styrene), C=CC1=CC=CC=C1 (styrene), C[SiH](Cl)Cl (methyldichlorosilane), C[Si](NC(=O)N[Si](C)(C)C)(C)C (N,N′-bis(trimethylsilyl)urea), C=CC1=CC=CC=C1 (Styrene), C[SiH](Cl)Cl (methyldichlorosilane), C(C)O (ethanol), C[Si](NC(=O)N[Si](C)(C)C)(C)C (N,N′-bis(trimethylsilyl)urea), Teflon. Reagents/catalysts: [Pt] (platinum). The solvent is C1(=CC=CC=C1)C (toluene). The product is C(CC1=CC=CC=C1)C[SiH](Cl)Cl (phenethylmethyldichlorosilane). The yield is 84.0%. RXN SMILES: [CH2:1]=[CH:2][C:3]1[CH:8]=[CH:7][CH:6]=[CH:5][CH:4]=1.[CH3:9][SiH:10]([Cl:12])[Cl:11].C[Si](C)(C)NC(N[Si](C)(C)C)=O.C(O)C>[Pt].C1(C)C=CC=CC=1>[CH2:1]([CH2:9][SiH:10]([Cl:12])[Cl:11])[CH2:2][C:3]1[CH:8]=[CH:7][CH:6]=[CH:5][CH:4]=1. Procedure: Reaction between styrene and methyldichlorosilane with platinum catalyst in the presence of N,N′-bis(trimethylsilyl)urea. 0.481 g Styrene and 0.549 g methyldichlorosilane were introduced into a glass tube, and an ethanol solution containing 0.124 mg N,N′-bis(trimethylsilyl)urea (6.2 wt %) was added with a microsyringe. 1 mg Of a toluene solution of a 0-valent platinum complex of divinylsiloxane (0.04 wt % platinum content) was added. The tube was sealed with Teflon tape and a septum and then pla... Starting materials: C(C)(C)(C)OC(N(C1=CC=C(C=C1)OC)C1=NC2=C(N1C)C=CC(=C2)N(C)C2=NC(=NC=C2)Cl)=O ({5-[(2-Chloro-pyrimidin-4-yl)-methyl-amino]-1-methyl-1H-benzoimidazol-2-yl}-(4-methoxy-phenyl)-carbamic acid tert-butyl ester), NC1=CC=C(C=C1)CS(=O)(=O)N ((4-amino-phenyl)-methanesulfonamide). Product: C(C)(C)(C)OC(N(C1=NC2=C(N1C)C=CC(=C2)N(C2=NC(=NC=C2)NC2=CC=C(C=C2)CS(N)(=O)=O)C)C2=CC=C(C=C2)OC)=O ((4-Methoxy-phenyl)-(1-methyl-5-{methyl-[2-(4-sulfamoylmethyl-phenylamino)-pyrimidin-4-yl]-amino}-1H-benzoimidazol-2-yl)-carbamic acid tert-butyl ester). RXN SMILES: [C:1]([O:5][C:6](=[O:35])[N:7]([C:16]1[N:20]([CH3:21])[C:19]2[CH:22]=[CH:23][C:24]([N:26]([C:28]3[CH:33]=[CH:32][N:31]=[C:30](Cl)[N:29]=3)[CH3:27])=[CH:25][C:18]=2[N:17]=1)[C:8]1[CH:13]=[CH:12][C:11]([O:14][CH3:15])=[CH:10][CH:9]=1)([CH3:4])([CH3:3])[CH3:2].[NH2:36][C:37]1[CH:42]=[CH:41][C:40]([CH2:43][S:44]([NH2:47])(=[O:46])=[O:45])=[CH:39][CH:38]=1>>[C:1]([O:5][C:6](=[O:35])[N:7]([C:8]1[CH:13]=[CH:12][C:11]([O:14][CH3:15])=[CH:10][CH:9]=1)[C:16]1[N:20]([CH3:21])[C:19]2[CH:22]=[CH:23][C:24]([N:26]([CH3:27])[C:28]3[CH:33]=[CH:32][N:31]=[C:30]([NH:36][C:37]4[CH:42]=[CH:41][C:40]([CH2:43][S:44](=[O:46])(=[O:45])[NH2:47])=[CH:39][CH:38]=4)[N:29]=3)=[CH:25][C:18]=2[N:17]=1)([CH3:4])([CH3:3])[CH3:2]. Reported procedure: The title compound was prepared following the procedure of example 78 using {5-[(2-Chloro-pyrimidin-4-yl)-methyl-amino]-1-methyl-1H-benzoimidazol-2-yl}-(4-methoxy-phenyl)-carbamic acid tert-butyl ester (100 mg, 0.20 mmol) and (4-amino-phenyl)-methanesulfonamide (37 mg, 0.20 mmol) to give the desired product as a white solid. 1H NMR (300 MHz, d6-DMSO) δ 9.20 (s, 1H), 7.81 (d, J=6.0 Hz, 1H), 7.65-7.73 (m, 3H), 7.54 (d, J=1.8 Hz, 1H), 7.34 (d, J=8.7 Hz, 2H), 7.24 (dd, J=8.4 and 1.8 Hz, 1H), 7.16 (d...